From a dataset of the Open Reaction Database (ORD), a public repository of structured organic reaction records. describe an organic reaction: reactants, conditions, products, and yield The reactants are C1(=CC=CC=C1)C(N1C=NC(=C1)CCCN1C(NC(C1=O)(C1=CC=CC2=CC=CC=C12)C)=O)(C1=CC=CC=C1)C1=CC=CC=C1 (3-[3-(1-triphenylmethyl-imidazol-4-yl)-propyl]-5-methyl-5-naphthalen-1-yl-imidazolidin-2,4-dione), BrCC(=O)OCC (ethyl bromoacetate), [H-].[Na+] (sodium hydride). The solvent is CN(C=O)C (dimethylformamide). Conditions: time 1 hour. Product: C(C)OC(CN1C(N(C(C1(C1=CC=CC2=CC=CC=C12)C)=O)CCCC=1N=CN(C1)C(C1=CC=CC=C1)(C1=CC=CC=C1)C1=CC=CC=C1)=O)=O (2-{3-[3-(1-triphenylmethyl-imidazol-4-yl)-propyl]-5-methyl-5-naphthalen-1-yl-2,4-dioxo-imidazolidin-1-yl}-acetic acid ethyl ester). Yield: 97.1%. RXN SMILES: [C:1]1([C:7]([C:40]2[CH:45]=[CH:44][CH:43]=[CH:42][CH:41]=2)([C:34]2[CH:39]=[CH:38][CH:37]=[CH:36][CH:35]=2)[N:8]2[CH:12]=[C:11]([CH2:13][CH2:14][CH2:15][N:16]3[C:20](=[O:21])[C:19]([CH3:32])([C:22]4[C:31]5[C:26](=[CH:27][CH:28]=[CH:29][CH:30]=5)[CH:25]=[CH:24][CH:23]=4)[NH:18][C:17]3=[O:33])[N:10]=[CH:9]2)[CH:6]=[CH:5][CH:4]=[CH:3][CH:2]=1.Br[CH2:47][C:48]([O:50][CH2:51][CH3:52])=[O:49].[H-].[Na+]>CN(C)C=O>[CH2:51]([O:50][C:48](=[O:49])[CH2:47][N:18]1[C:19]([CH3:32])([C:22]2[C:31]3[C:26](=[CH:27][CH:28]=[CH:29][CH:30]=3)[CH:25]=[CH:24][CH:23]=2)[C:20](=[O:21])[N:16]([CH2:15][CH2:14][CH2:13][C:11]2[N:10]=[CH:9][N:8]([C:7]([C:1]3[CH:2]=[CH:3][CH:4]=[CH:5][CH:6]=3)([C:34]3[CH:35]=[CH:36][CH:37]=[CH:38][CH:39]=3)[C:40]3[CH:45]=[CH:44][CH:43]=[CH:42][CH:41]=3)[CH:12]=2)[C:17]1=[O:33])[CH3:52] |f:2.3|. Procedure: 0.082 g(0.14 mmol) of 3-[3-(1-triphenylmethyl-imidazol-4-yl)-propyl]-5-methyl-5-naphthalen-1-yl-imidazolidin-2,4-dione prepared in Example 1-1) and 0.023 ml(0.21 mmol) of ethyl bromoacetate were dissolved in 5 ml of dimethylformamide. 0.017 g(0.21 mmol) of sodium hydride [NaH] was added thereto and the resulting solution was stirred for one hour. Dimethylformamide was removed under reduced pressure and the residue was dissolved in ethyl acetate and then washed with saturated sodium chloride solu... Reactants: CN1CC(=O)CC2c3cccc4[nH]cc(c34)CC21, CC(C)Oc1ccc(N)cn1, [Pd]. Yields the product CC(C)Oc1ccc(NC2CC3c4cccc5[nH]cc(c45)CC3N(C)C2)cn1. As a reaction SMILES: [CH3:12][N:13]1[CH2:14][C:15](=[O:29])[CH2:16][CH:17]2[c:18]3[cH:19][cH:20][cH:21][c:22]4[nH:23][cH:24][c:25]([c:28]34)[CH2:26][CH:27]12.[CH:1]([CH3:2])([CH3:3])[O:4][c:5]1[n:6][cH:7][c:8]([NH2:11])[cH:9][cH:10]1.[Pd:30]>>[CH:1]([CH3:2])([CH3:3])[O:4][c:5]1[n:6][cH:7][c:8]([NH:11][CH:15]2[CH2:14][N:13]([CH3:12])[CH:27]3[CH:17]([CH2:16]2)[c:18]2[cH:19][cH:20][cH:21][c:22]4[nH:23][cH:24][c:25]([c:28]24)[CH2:26]3)[cH:9][cH:10]1. Reactants: ClC(=O)OCC1=CC=CC=C1 (benzyl chloroformate), ClC(=O)OCC1=CC=CC=C1 (benzyl chloroformate), ClC=1C=[N+](C=C(C1C[C@H](O)C1=CC(=C(C=C1)OC(F)F)OCC1CC1)Cl)[O-] ((S)-3,5-dichloro-4-(2-(3-(cyclopropylmethoxy)-4-(difluoromethoxy)phenyl)-2-hydroxyethyl)pyridine 1-oxide). Reagents/catalysts: CN(C)C=1C=CN=CC1 (DMAP). The solvent is C(Cl)Cl (DCM), C(Cl)Cl (DCM). Run at time 6 hour. Product: C(C1=CC=CC=C1)OC(=O)O[C@@H](CC1=C(C=[N+](C=C1Cl)[O-])Cl)C1=CC(=C(C=C1)OC(F)F)OCC1CC1 ((S)-4-(2-(benzyloxycarbonyloxy)-2-(3-(cyclopropylmethoxy)-4-(difluoromethoxy)phenyl)ethyl)-3,5-dichloropyridine 1-oxide). Yield: 56.8%. RXN SMILES: [Cl:1][C:2]1[CH:3]=[N+:4]([O-:27])[CH:5]=[C:6]([Cl:26])[C:7]=1[CH2:8][C@@H:9]([C:11]1[CH:16]=[CH:15][C:14]([O:17][CH:18]([F:20])[F:19])=[C:13]([O:21][CH2:22][CH:23]2[CH2:25][CH2:24]2)[CH:12]=1)[OH:10].Cl[C:29]([O:31][CH2:32][C:33]1[CH:38]=[CH:37][CH:36]=[CH:35][CH:34]=1)=[O:30]>C(Cl)Cl.CN(C1C=CN=CC=1)C>[CH2:32]([O:31][C:29]([O:10][C@H:9]([C:11]1[CH:16]=[CH:15][C:14]([O:17][CH:18]([F:20])[F:19])=[C:13]([O:21][CH2:22][CH:23]2[CH2:25][CH2:24]2)[CH:12]=1)[CH2:8][C:7]1[C:6]([Cl:26])=[CH:5][N+:4]([O-:27])=[CH:3][C:2]=1[Cl:1])=[O:30])[C:33]1[CH:38]=[CH:37][CH:36]=[CH:35][CH:34]=1. Procedure details: (S)-3,5-dichloro-4-(2-(3-(cyclopropylmethoxy)-4-(difluoromethoxy)phenyl)-2-hydroxyethyl)pyridine 1-oxide (160 mg, 0.381 mmol) was dissolved in DCM (20 ml), and DMAP (0.056 g, 0.539 mmol) was added followed by benzyl chloroformate (0.077 ml, 0.539 mmol). The reaction mixture was stirred at RT for 6 hours. Additional benzyl chloroformate (0.077 ml, 0.539 mmol) was added, and stirring was continued at RT overnight. The reaction mixture was diluted with DCM and washed with aqueous saturated NH4Cl so... The reactants are CCOCC (ether), CC(=C)C(=O)OCCN(C)C (DMAEMA), C(C(=C)C)(=O)[O-] (methacrylate), CS(=O)(=O)OC (methyl methanesulfonate). Run in C(C)#N (acetonitrile). Conditions: temperature 90 celsius, time 24 hour. The product is CS(=O)(=O)[O-].C(C(=C)C)(=O)OCC[N+](C)(C)C (2-Trimethylammonioethyl Methacrylate Methanesulfonate). Reaction SMILES: [CH3:1][C:2]([C:4]([O:6][CH2:7][CH2:8][N:9]([CH3:11])[CH3:10])=[O:5])=[CH2:3].[CH3:12][S:13]([O:16]C)(=[O:15])=[O:14].[C:18]([O-])(=O)C(C)=C.CCOCC>C(#N)C>[CH3:12][S:13]([O-:16])(=[O:15])=[O:14].[C:4]([O:6][CH2:7][CH2:8][N+:9]([CH3:18])([CH3:11])[CH3:10])(=[O:5])[C:2]([CH3:1])=[CH2:3] |f:5.6|. Procedure details: 3.14 g (20 mmol) DMAEMA was dissolved in 30 ml acetonitrile and 1.7 ml (2.203 g, 20 mmol) methyl methanesulfonate was added. The mixture was heated to 90° C. (reflux) with stirring for 24 h. At the end of the reaction period the mixture becomes viscous, indicating probably some polymerization of the methacrylate. The mixture was poured into 400 ml ether, and the precipitate was filtered and washed with ether, then dried in vacuo. The obtained salt is very hygroscopic. It contains a small amount ... The reactants are COC(C1=CC=C(C=C1)SCCCC1=CC=NC=C1)=O (4-(3-pyridin-4-yl-propylsulfanyl)-benzoic acid methyl ester), COC(C1=CC=C(C=C1)SCCCC1=CC=NC=C1)=O (4-(3-pyridin-4-yl-propylsulfanyl)-benzoic acid methyl ester), [OH-].[Na+] (sodium hydroxide). The solvent is O1CCCC1.CO (tetrahydrofuran methanol). Product: [Na+].N1=CC=C(C=C1)CCCSC1=CC=C(C(=O)[O-])C=C1 (4-(3-Pyridin-4-yl-propylsulfanyl)-benzoic acid sodium salt). Yield: 100.7%. As a reaction SMILES: C[O:2][C:3](=[O:20])[C:4]1[CH:9]=[CH:8][C:7]([S:10][CH2:11][CH2:12][CH2:13][C:14]2[CH:19]=[CH:18][N:17]=[CH:16][CH:15]=2)=[CH:6][CH:5]=1.[OH-].[Na+:22]>O1CCCC1.CO>[Na+:22].[N:17]1[CH:16]=[CH:15][C:14]([CH2:13][CH2:12][CH2:11][S:10][C:7]2[CH:6]=[CH:5][C:4]([C:3]([O-:20])=[O:2])=[CH:9][CH:8]=2)=[CH:19][CH:18]=1 |f:1.2,3.4,5.6|. Reported procedure: Heat a stirring solution of 4-(3-pyridin-4-yl-propylsulfanyl)-benzoic acid methyl ester (174 mg, 0.605 mmol) (Intermediate 10) and 2N sodium hydroxide (0.42 mL, 0.848 mmol) in 1:1 tetrahydrofuran/methanol (4 ml) to reflux temperature for 18 h. The reaction is allowed to cool and then concentrated in vacuo to obtain 180 mg (99%) of the title compound. MS (ES+) m/e 274.0 (M+1)+. Reactants: C([O-])([O-])=O.[K+].[K+] (potassium carbonate), BrCC1=C(C=NC=C1)CC (4-(bromomethyl)-3-ethylpyridine), CC1=CC(=NC(=N1)S)O (6-methyl-2-sulfanylpyrimidin-4-ol). Run in CN(C)C=O (DMF), CN(C)C=O (DMF). Run at time 2.5 hour. Yields the product C(C)C=1C=NC=CC1CSC1=NC(=CC(=N1)O)C (2-{[(3-ethylpyridin-4-yl)methyl]sulfanyl)-6-methylpyrimidin-4-ol). The yield is 7.0%. As a reaction SMILES: [CH3:1][C:2]1[N:7]=[C:6]([SH:8])[N:5]=[C:4]([OH:9])[CH:3]=1.C(=O)([O-])[O-].[K+].[K+].Br[CH2:17][C:18]1[CH:23]=[CH:22][N:21]=[CH:20][C:19]=1[CH2:24][CH3:25]>CN(C=O)C>[CH2:24]([C:19]1[CH:20]=[N:21][CH:22]=[CH:23][C:18]=1[CH2:17][S:8][C:6]1[N:5]=[C:4]([OH:9])[CH:3]=[C:2]([CH3:1])[N:7]=1)[CH3:25] |f:1.2.3|. Reported procedure: 6-methyl-2-sulfanylpyrimidin-4-ol (686 mg, 4.8 mmol) was dissolved in anhydrous DMF (30 mL), and then potassium carbonate (2.0 g, 14.5 mmol) and 4-(bromomethyl)-3-ethylpyridine (5.8 mmol) in DMF (10 mL) were added. The mixture was stirred for 2.5 hours at room temperature. The solid was removed by filtration and washed with methanol, and the filtrate was evaporated. The residue was dissolved in DCM/MeOH and purified on silica gel using 3-12% DCM/MeOH to afford 2-{[(3-ethylpyridin-4-yl)methyl]sul... Reactants: ClC1=CC=C(C=C1)N1CCN(CC1)S(=O)(=O)N ([4-(4-chlorophenyl)piperazine-1-sulfonyl]amine), ClCC(=O)OC(C)(C)C (tert-butyl chloroacetate), C1(=CC=C(C=C1)CN1CCNS1(=O)=O)C1=CC=CC=C1 (5-(biphenyl-4-ylmethyl)-1,1-dioxo-1,2,5-thiadiazolidine). The product is C1(=CC=C(C=C1)CN1CCN(S1(=O)=O)CC(=O)OC(C)(C)C)C1=CC=CC=C1 (tert-butyl 5-(biphenyl-4-ylmethyl)-1,1-dioxo-1,2,5-thiadiazolidine-2-acetate). As a reaction SMILES: ClC1C=CC(N2CCN(S(N)(=O)=O)CC2)=CC=1.Cl[CH2:19][C:20]([O:22][C:23]([CH3:26])([CH3:25])[CH3:24])=[O:21].[C:27]1([C:41]2[CH:46]=[CH:45][CH:44]=[CH:43][CH:42]=2)[CH:32]=[CH:31][C:30]([CH2:33][N:34]2[S:38](=[O:40])(=[O:39])[NH:37][CH2:36][CH2:35]2)=[CH:29][CH:28]=1>>[C:27]1([C:41]2[CH:42]=[CH:43][CH:44]=[CH:45][CH:46]=2)[CH:28]=[CH:29][C:30]([CH2:33][N:34]2[S:38](=[O:40])(=[O:39])[N:37]([CH2:19][C:20]([O:22][C:23]([CH3:26])([CH3:25])[CH3:24])=[O:21])[CH2:36][CH2:35]2)=[CH:31][CH:32]=1. Procedure details: Proceeding as described in Example 7, Step 2 above, but substituting potassium tert-butoxide and [4-(4-chlorophenyl)piperazine-1-sulfonyl]amine with tert-butyl chloroacetate and 5-(biphenyl-4-ylmethyl)-1,1-dioxo-1,2,5-thiadiazolidine gave tert-butyl 5-(biphenyl-4-ylmethyl)-1,1-dioxo-1,2,5-thiadiazolidine-2-acetate. Starting materials: C(C)(C)(C)C=1C=C(C(=O)OC)C=C(C1)C=O (methyl 3-tert-butyl-5-formylbenzoate), O.[OH-].[Li+] (lithium hydroxide monohydrate), Cl (hydrochloric acid). Solvent: O (water). Reaction conditions: time 1 hour. Yields the product C(C)(C)(C)C=1C=C(C(=O)O)C=C(C1)C=O (3-tert-Butyl-5-formylbenzoic acid). As a reaction SMILES: [C:1]([C:5]1[CH:6]=[C:7]([CH:12]=[C:13]([CH:15]=[O:16])[CH:14]=1)[C:8]([O:10]C)=[O:9])([CH3:4])([CH3:3])[CH3:2].O.[OH-].[Li+].Cl>O>[C:1]([C:5]1[CH:6]=[C:7]([CH:12]=[C:13]([CH:15]=[O:16])[CH:14]=1)[C:8]([OH:10])=[O:9])([CH3:4])([CH3:2])[CH3:3] |f:1.2.3|. Procedure details: 0.38 g (1.7 mmol) of methyl 3-tert-butyl-5-formylbenzoate [for the preparation, see, for example, WO 2008/089034-A2, intermediate K/step 1] were initially charged in 20 ml of water, 0.5 g of lithium hydroxide monohydrate were added and the mixture was stirred at RT for 1 h. The reaction solution was then adjusted to pH 2 with 1 M hydrochloric acid and extracted with ethyl acetate. The organic phase was dried over sodium sulphate, filtered and concentrated on a rotary evaporator. This gave 0.31 g...